This data is from the Open Reaction Database (ORD), a public repository of structured organic reaction records. The task is: describe an organic reaction: reactants, conditions, products, and yield Reactants: OCCC1=C[C@@H]2CC3(C[C@@H]2C1)OCCO3 (3-(2-hydroxyethyl)-7,7-ethylenedioxy-cis-bicyclo[3,3,0]oct-2-ene). Run in CC(=O)C (acetone), O (water), Cl (hydrochloric acid), [Cl-].[Na+] (sodium chloride). Reaction conditions: time 1 hour. Yields the product OCCC1=C[C@@H]2CC(C[C@@H]2C1)=O (3-(2-Hydroxyethyl)-7-oxo-cis-bicyclo[3,3,0]oct-2-ene). Isolated yield 83.1%. As a reaction SMILES: [OH:1][CH2:2][CH2:3][C:4]1[CH2:11][C@@H:10]2[C@@H:6]([CH2:7][C:8]3(OCC[O:12]3)[CH2:9]2)[CH:5]=1>CC(C)=O.O.Cl.[Cl-].[Na+]>[OH:1][CH2:2][CH2:3][C:4]1[CH2:11][C@@H:10]2[C@@H:6]([CH2:7][C:8](=[O:12])[CH2:9]2)[CH:5]=1 |f:4.5|. Procedure: 3.00 g of 3-(2-hydroxyethyl)-7,7-ethylenedioxy-cis-bicyclo[3,3,0]oct-2-ene (prepared as described in Preparation 43) were dissolved in a mixture of 30 ml of acetone and 12 ml of water, and 0.5 ml of concentrated hydrochloric acid was added to the solution. The mixture was stirred for 1 hour at room temperature, after which it was diluted with a saturated aqueous solution of sodium chloride, and extracted with ethyl acetate. The extract was washed with a saturated aqueous solution of sodium chlor... Reactants: ClC=1C(=NC2=CC=C(C=C2N1)C(=O)OC)O (methyl 3-chloro-2-hydroxyquinoxaline-6-carboxylate), C(C)NCC (diethylamine), CCN(C(C)C)C(C)C (DIEA). The solvent is CS(=O)C (DMSO), O (water). Reaction conditions: temperature 70 celsius, time 2 hour. The product is C(C)N(C=1C(=NC2=CC=C(C=C2N1)C(=O)OC)O)CC (methyl 3-(diethylamino)-2-hydroxyquinoxaline-6-carboxylate). The yield is 30.8%. As a reaction SMILES: Cl[C:2]1[C:3]([OH:16])=[N:4][C:5]2[C:10]([N:11]=1)=[CH:9][C:8]([C:12]([O:14][CH3:15])=[O:13])=[CH:7][CH:6]=2.[CH2:17]([NH:19][CH2:20][CH3:21])[CH3:18].CCN(C(C)C)C(C)C>CS(C)=O.O>[CH2:17]([N:19]([CH2:20][CH3:21])[C:2]1[C:3]([OH:16])=[N:4][C:5]2[C:10]([N:11]=1)=[CH:9][C:8]([C:12]([O:14][CH3:15])=[O:13])=[CH:7][CH:6]=2)[CH3:18]. Reported procedure: To a solution of methyl 3-chloro-2-hydroxyquinoxaline-6-carboxylate (450 mg, crude) in DMSO (5 mL) was added diethylamine (550 mg, 7.52 mmol), DIEA (492 mg, 3.81 mmol). After stirring for 2 h at 70° C., the resulting solution was diluted with water (50 mL), extracted with ethyl acetate (4×20 mL), dried over anhydrous magnesium sulfate and concentrated under reduced pressure to afford a residue, which was purified by a silica gel column with 5% ethyl acetate in petroleum ether to afford methyl 3-... The reactants are C1(=CC=CC=C1)C1(CCN(CC1)CC1C(C2=CC=C(C=C2CC1)N)=O)O (2-(4-phenyl-4-hydroxypiperidinomethyl)-6-amino-1-tetralone), C([O-])([O-])=O.[Na+].[Na+] (sodium carbonate), C([O-])([O-])=O.[Na+].[Na+] (sodium carbonate), C(C)(=O)Cl (acetyl chloride). Run in C1=CC=CC=C1 (benzene), C1=CC=CC=C1 (benzene). Yields the product C1(=CC=CC=C1)C1(CCN(CC1)CC1C(C2=CC=C(C=C2CC1)NC(C)=O)=O)O (2-(4-Phenyl-4-hydroxypiperidinomethyl)-6-acetamido-1-tetralone). RXN SMILES: [C:1]1([C:7]2([OH:26])[CH2:12][CH2:11][N:10]([CH2:13][CH:14]3[CH2:23][CH2:22][C:21]4[C:16](=[CH:17][CH:18]=[C:19]([NH2:24])[CH:20]=4)[C:15]3=[O:25])[CH2:9][CH2:8]2)[CH:6]=[CH:5][CH:4]=[CH:3][CH:2]=1.C(=O)([O-])[O-].[Na+].[Na+].[C:33](Cl)(=[O:35])[CH3:34]>C1C=CC=CC=1>[C:1]1([C:7]2([OH:26])[CH2:12][CH2:11][N:10]([CH2:13][CH:14]3[CH2:23][CH2:22][C:21]4[C:16](=[CH:17][CH:18]=[C:19]([NH:24][C:33](=[O:35])[CH3:34])[CH:20]=4)[C:15]3=[O:25])[CH2:9][CH2:8]2)[CH:6]=[CH:5][CH:4]=[CH:3][CH:2]=1 |f:1.2.3|. Procedure: 3.5 g. of 2-(4-phenyl-4-hydroxypiperidinomethyl)-6-amino-1-tetralone are dissolved in 100 ml. of benzene. 5.3 g. of sodium carbonate are added and the mixture is cooled to 10° while a solution of 0.75 g. of acetyl chloride in 50 ml. of benzene is added dropwise at 10° with stirring. The mixture is stirred for 30 minutes. 5.3 g. more of sodium carbonate are added and the mixture is stirred for 3 hours more at 20°. It is then heated under reflux for 10 minutes, filtered and worked up in the custom... The reactants are CC(C)c1ccc(S(=O)(=O)Cl)cc1, CCC(=O)NCC1CCCc2cc(N)ccc21, c1ccncc1. Product: CCC(=O)NCC1CCCc2cc(NS(=O)(=O)c3ccc(C(C)C)cc3)ccc21. RXN SMILES: [CH:18]([CH3:19])([CH3:20])[c:21]1[cH:22][cH:23][c:24]([S:27](=[O:28])(=[O:29])[Cl:30])[cH:25][cH:26]1.[NH2:1][c:2]1[cH:3][c:4]2[c:9]([cH:10][cH:11]1)[CH:8]([CH2:12][NH:13][C:14]([CH2:15][CH3:16])=[O:17])[CH2:7][CH2:6][CH2:5]2.[cH:31]1[cH:32][cH:33][n:34][cH:35][cH:36]1>>[NH:1]([c:2]1[cH:3][c:4]2[c:9]([cH:10][cH:11]1)[CH:8]([CH2:12][NH:13][C:14]([CH2:15][CH3:16])=[O:17])[CH2:7][CH2:6][CH2:5]2)[S:27]([c:24]1[cH:23][cH:22][c:21]([CH:18]([CH3:19])[CH3:20])[cH:26][cH:25]1)(=[O:28])=[O:29]. Product: FC=1C=C(C=C(C1)F)C(C(=O)N[C@@H](C)C(=O)C1(C(N(C2=C(C(=N1)C1=C(C=CC=C1)F)C=CC=C2)C)=O)N)(C)O (3-[N′-(3,5-Difluorophenyl-α-hydroxy-α-methylacetyl)-L-alaninyl]-amino-2,3-dihydro-1-methyl-5-(2-fluorophenyl)-1H-1,4-Benzodiazepin-2-one). RXN SMILES: [F:1][C:2]1[CH:3]=[C:4]([C:9]([OH:14])([CH3:13])[C:10]([OH:12])=O)[CH:5]=[C:6]([F:8])[CH:7]=1.[NH2:15][C@H:16]([C:18]([C:20]1([NH2:40])[N:26]=[C:25]([C:27]2[CH:32]=[CH:31][CH:30]=[CH:29][C:28]=2[F:33])[C:24]2[CH:34]=[CH:35][CH:36]=[CH:37][C:23]=2[N:22]([CH3:38])[C:21]1=[O:39])=[O:19])[CH3:17]>>[F:8][C:6]1[CH:5]=[C:4]([C:9]([OH:14])([CH3:13])[C:10]([NH:15][C@H:16]([C:18]([C:20]2([NH2:40])[N:26]=[C:25]([C:27]3[CH:32]=[CH:31][CH:30]=[CH:29][C:28]=3[F:33])[C:24]3[CH:34]=[CH:35][CH:36]=[CH:37][C:23]=3[N:22]([CH3:38])[C:21]2=[O:39])=[O:19])[CH3:17])=[O:12])[CH:3]=[C:2]([F:1])[CH:7]=1. Reactants: FC=1C=C(C=C(C1)F)C(C(=O)O)(C)O (3,5-difluorophenyl-α-hydroxy-α-methylacetic acid), N[C@@H](C)C(=O)C1(C(N(C2=C(C(=N1)C1=C(C=CC=C1)F)C=CC=C2)C)=O)N (3-(L-alaninyl)-amino-2,3-dihydro-1-methyl-5-(2-fluorophenyl)-1H-1,4-Benzodiazepin-2-one). Procedure: Following General Procedure D above using 3,5-difluorophenyl-α-hydroxy-α-methylacetic acid and 3-(L-alaninyl)-amino-2,3-dihydro-1-methyl-5-(2-fluorophenyl)-1H-1,4-Benzodiazepin-2-one (Example 8-b), the title compound was prepared. 1H NMR (CDCl3, 300 MHz) δ=1.43 (3H, d, J=7.1 Hz), 1.79 (3H, s), 3.47 (3H, s), 4.15 (1H, s), 4.58 (1H, p, J=7.3 Hz), 5.45 (1H, d, J=8.0 Hz), 6.70 (1H, m), 7.14-7.27 (3H, m), 7.32-7.47 (6H, m), 7.55-7.63 (3H, m), 7.78 (1H, d, J=7.8 Hz). HRMS calc for C28H27N4O4F2 521.200... The product is CCCc1c(OC(C(=O)O)c2ccccc2)ccc(C(C)(C)C)c1CO[SiH](C)C. The reactants are CCCc1c(OC(C(=O)OC)c2ccccc2)ccc(C(C)(C)C)c1CO[SiH](C)C, CO, [Na+], [OH-]. As a reaction SMILES: [C:1]([CH3:2])([CH3:3])([CH3:4])[c:5]1[c:6]([CH2:26][O:27][SiH:28]([CH3:29])[CH3:30])[c:7]([CH2:23][CH2:24][CH3:25])[c:8]([O:9][CH:10]([C:11](=[O:12])[O:13][CH3:14])[c:15]2[cH:16][cH:17][cH:18][cH:19][cH:20]2)[cH:21][cH:22]1.[CH3:33][OH:34].[Na+:32].[OH-:31]>>[C:1]([CH3:2])([CH3:3])([CH3:4])[c:5]1[c:6]([CH2:26][O:27][SiH:28]([CH3:29])[CH3:30])[c:7]([CH2:23][CH2:24][CH3:25])[c:8]([O:9][CH:10]([C:11](=[O:12])[OH:13])[c:15]2[cH:16][cH:17][cH:18][cH:19][cH:20]2)[cH:21][cH:22]1. Starting materials: C[O-].[Na+] (sodium methoxide), [Cl-].NC1=[N+](C=CC=N1)CSC1=C(C=CC=C1)Br (2-Amino-1-[[(o-bromophenyl)thio]methyl]pyrimidinium chloride). Run in CO (methanol). The product is BrC1=C(C=CC=C1)SCN1C(N=CC=C1)=N (1-[(o-bromophenylthio)methyl]-2-iminopyrimidine). As a reaction SMILES: C[O-].[Na+].[Cl-].[NH2:5][C:6]1[N:11]=[CH:10][CH:9]=[CH:8][N+:7]=1[CH2:12][S:13][C:14]1[CH:19]=[CH:18][CH:17]=[CH:16][C:15]=1[Br:20]>CO>[Br:20][C:15]1[CH:16]=[CH:17][CH:18]=[CH:19][C:14]=1[S:13][CH2:12][N:7]1[CH:8]=[CH:9][CH:10]=[N:11][C:6]1=[NH:5] |f:0.1,2.3|. Procedure: To a solution of 5.4 g of sodium methoxide in 400 ml of methanol is added 33.4 g of 2-amino-1-[[(o-bromophenyl)thio]methyl]pyrimidinium chloride (from Example 3), and the mixture is stirred and heated under reflux for about 5 hours, and filtered while hot. The filtrate is concentrated in vacuo to dryness to give 1-[(o-bromophenylthio)methyl]-2-iminopyrimidine as a pale yellow crystalline solid after recrystallization from cyclohexane. Reactants: ClC1=CC=C(C=C1)CCCNC1=CC=C(C(=O)OCC)C=C1 (ethyl 4-[3-(p-chlorophenyl)propylamino]benzoate), [OH-].[Na+] (sodium hydroxide), ClCCl (dichloromethane), CS(=O)(=O)F (methane sulfonyl fluoride). The solvent is O (water). Product: ClC1=CC=C(C=C1)CCCN(C1=CC=C(C(=O)OCC)C=C1)C (4-[[3-(p-Chlorophenyl)propyl]methylamino]benzoic acid, ethyl ester). RXN SMILES: [Cl:1][C:2]1[CH:7]=[CH:6][C:5]([CH2:8][CH2:9][CH2:10][NH:11][C:12]2[CH:22]=[CH:21][C:15]([C:16]([O:18][CH2:19][CH3:20])=[O:17])=[CH:14][CH:13]=2)=[CH:4][CH:3]=1.Cl[CH2:24]Cl.CS(F)(=O)=O.[OH-].[Na+]>O>[Cl:1][C:2]1[CH:3]=[CH:4][C:5]([CH2:8][CH2:9][CH2:10][N:11]([CH3:24])[C:12]2[CH:13]=[CH:14][C:15]([C:16]([O:18][CH2:19][CH3:20])=[O:17])=[CH:21][CH:22]=2)=[CH:6][CH:7]=1 |f:3.4|. Procedure: A mixture of 1.0 g. of ethyl 4-[3-(p-chlorophenyl)propylamino]benzoate, 20 ml. of dry dichloromethane and 2.5 ml. of methane sulfonyl fluoride is stirred for 18 hours, then refluxed for 3 hours. The solution is poured into 30 ml. of water and adjusted to pH 10 with 10N sodium hydroxide. The dichloromethane layer is separated and saved. The aqueous layer is extracted with two 20 ml. portions of dichloromethane. The organic layers are combined, washed with 10 ml. of water, dried over anhydrous mag... Starting materials: COC1=C2C=CN=C(C2=CC=C1)Cl (5-Methoxy-1-chloroisoquinoline), NC=1C(=CC=CC1)C (o-toluidine), CCOCC (ether). The solvent is CO (methanol), C1(=CC=CC=C1)OC (anisole). Conditions: time 4 hour. Product: COC1=C2C=CN=C(C2=CC=C1)NC1=C(C=CC=C1)C (5-Methoxy-1-[(2-methylphenyl)amino]isoquinoline). The yield is 30.2%. Reaction SMILES: [CH3:1][O:2][C:3]1[CH:12]=[CH:11][CH:10]=[C:9]2[C:4]=1[CH:5]=[CH:6][N:7]=[C:8]2Cl.[NH2:14][C:15]1[C:16]([CH3:21])=[CH:17][CH:18]=[CH:19][CH:20]=1.CCOCC>C1(OC)C=CC=CC=1.CO>[CH3:1][O:2][C:3]1[CH:12]=[CH:11][CH:10]=[C:9]2[C:4]=1[CH:5]=[CH:6][N:7]=[C:8]2[NH:14][C:15]1[CH:20]=[CH:19][CH:18]=[CH:17][C:16]=1[CH3:21]. Procedure: 5-Methoxy-1-chloroisoquinoline (1.5 g, 0.00777 mol) and o-toluidine (0.835 gm, 0.00777 mol) were mixed in anisole (10 ml) and heated with stirring in an oil-bath at 140° for four hours. After cooling the mixture was dissolved in methanol and ether was added to precipitate a tacky solid. The solvent was decanted off and the precipitate washed with more ether. The insoluble residue was equilibrated between N. HCl and ether, the aqueous acid solution filtered and basified with saturated aqueous Na2...